From a dataset of the Open Reaction Database (ORD), a public repository of structured organic reaction records. describe an organic reaction: reactants, conditions, products, and yield The reactants are C1(=CC=CC2=CC=CC=C12)C1SC2=C(N3C(C1=O)=CC=C3)C=CC=C2 ((±)-6-(1-naphthyl)pyrrolo[2,1-d][1,5]benzothiazepin-7(6H)-one), [H-].[K+] (potassium hydride), C(C)(=O)Cl (acetyl chloride). The solvent is C1CCOC1 (THF), C1CCOC1 (THF). Conditions: time 2 hour. Product: C(C)(=O)OC1=C(SC2=C(N3C1=CC=C3)C=CC=C2)C2=CC=CC3=CC=CC=C23 (7-Acetoxy-6-(1-naphthyl)pyrrolo[2,1-d][1,5]benzothiazepine). Yield: 86.0%. Reaction SMILES: [H-].[K+].[C:3]1([CH:13]2[C:19](=[O:20])[C:18]3=[CH:21][CH:22]=[CH:23][N:17]3[C:16]3[CH:24]=[CH:25][CH:26]=[CH:27][C:15]=3[S:14]2)[C:12]2[C:7](=[CH:8][CH:9]=[CH:10][CH:11]=2)[CH:6]=[CH:5][CH:4]=1.[C:28](Cl)(=[O:30])[CH3:29]>C1COCC1>[C:28]([O:20][C:19]1[C:18]2=[CH:21][CH:22]=[CH:23][N:17]2[C:16]2[CH:24]=[CH:25][CH:26]=[CH:27][C:15]=2[S:14][C:13]=1[C:3]1[C:12]2[C:7](=[CH:8][CH:9]=[CH:10][CH:11]=2)[CH:6]=[CH:5][CH:4]=1)(=[O:30])[CH3:29] |f:0.1|. Reported procedure: To a suspension of potassium hydride (0.303 g, 2.64 mmol, 35% in oil) in anhydrous THF (5.0 mL) was added the (±)-6-(1-naphthyl)pyrrolo[2,1-d][1,5]benzothiazepin-7(6H)-one (0.9 g, 2.64 mmol) dissolved in anhydrous THF (7 mL). The reaction mixture was stirred at rt for 2 h, and then acetyl chloride (0.239 g, 3.04 mmol) was slowly added. After stirring for 12 h at rt, the solvent was removed in vacuo and the residue was dissolved in chloroform. The organic layer was washed with brine, dried and co... The reactants are acid chloride, OC1=CC=C(C(=O)OCC(C(CC)C)Cl)C=C1 (2-chloro-3-methylpentyl p-hydroxybenzoate), N1=CC=CC=C1 (pyridine). Run in C1(=CC=CC=C1)C (toluene), C1(=CC=CC=C1)C (toluene). Run at time 15 hour. Product: C(CCCCCCCC=C)OC1=CC=C(C(=O)OC2=CC=C(C(=O)OCC(C(CC)C)Cl)C=C2)C=C1 (2-chloro-3-methylpentyl 4[4' -(9-decenyloxy) benzoyloxy]benzoate). Yield: 149.5%. RXN SMILES: [OH:1][C:2]1[CH:17]=[CH:16][C:5]([C:6]([O:8][CH2:9][CH:10]([Cl:15])[CH:11]([CH3:14])[CH2:12][CH3:13])=[O:7])=[CH:4][CH:3]=1.N1[CH:23]=[CH:22][CH:21]=[CH:20][CH:19]=1>C1(C)C=CC=CC=1>[CH2:19]([O:1][C:2]1[CH:3]=[CH:4][C:5]([C:6]([O:1][C:2]2[CH:17]=[CH:16][C:5]([C:6]([O:8][CH2:9][CH:10]([Cl:15])[CH:11]([CH3:14])[CH2:12][CH3:13])=[O:7])=[CH:4][CH:3]=2)=[O:7])=[CH:16][CH:17]=1)[CH2:20][CH2:21][CH2:22][CH2:23][CH2:13][CH2:12][CH2:11][CH:10]=[CH2:9]. Reported procedure: To 0.82 g of p-(decenyloxy)benzoic acid prepared by the procedure of Example 4.(1) was added toluene and the mixture was cooled with ice. To the mixture was dropped 1.1 g of thionyl chloride, and reaction was carried out for 7 hours at 80° C. After the reaction, the resulting reaction solution was concentrated to obtain an acid chloride compound. 0.76 g of 2-chloro-3-methylpentyl p-hydroxybenzoate and 0.5 g of pyridine were dissolved in toluene, and the resulting solution was cooled with ice. To... The reactants are CCn1c(=O)c(-c2c(Cl)cccc2Cl)cc2cnc(SC)nc21, CN1CCN(CCCN)CC1. The product is CCn1c(=O)c(-c2c(Cl)cccc2Cl)cc2cnc(NCCCN3CCN(C)CC3)nc21. RXN SMILES: [Cl:1][c:2]1[c:3](-[c:9]2[cH:10][c:11]3[c:12]([n:13][c:14]([S:17][CH3:18])[n:15][cH:16]3)[n:19]([CH2:22][CH3:23])[c:20]2=[O:21])[c:4]([Cl:8])[cH:5][cH:6][cH:7]1.[NH2:24][CH2:25][CH2:26][CH2:27][N:28]1[CH2:29][CH2:30][N:31]([CH3:34])[CH2:32][CH2:33]1>>[Cl:1][c:2]1[c:3](-[c:9]2[cH:10][c:11]3[c:12]([n:13][c:14]([NH:24][CH2:25][CH2:26][CH2:27][N:28]4[CH2:29][CH2:30][N:31]([CH3:34])[CH2:32][CH2:33]4)[n:15][cH:16]3)[n:19]([CH2:22][CH3:23])[c:20]2=[O:21])[c:4]([Cl:8])[cH:5][cH:6][cH:7]1. The reactants are CCN(C(C)C)C(C)C, CCOC(C)=O, CC(C)O, Clc1ccnc(Cl)n1, O, c1ccc2c(OCC3CCCN3)cccc2c1. Yields the product Clc1nccc(N2CCCC2COc2cccc3ccccc23)n1. Reaction SMILES: [CH2:9]([N:10]([CH:11]([CH3:12])[CH3:13])[CH:14]([CH3:15])[CH3:16])[CH3:17].[CH3:40][CH2:41][O:42][C:43](=[O:44])[CH3:45].[CH:36]([OH:37])([CH3:38])[CH3:39].[Cl:1][c:2]1[n:3][cH:4][cH:5][c:6]([Cl:8])[n:7]1.[OH2:35].[c:18]1([O:28][CH2:29][CH:30]2[NH:31][CH2:32][CH2:33][CH2:34]2)[cH:19][cH:20][cH:21][c:22]2[cH:23][cH:24][cH:25][cH:26][c:27]12>>[Cl:1][c:2]1[n:3][cH:4][cH:5][c:6]([N:31]2[CH:30]([CH2:29][O:28][c:18]3[cH:19][cH:20][cH:21][c:22]4[cH:23][cH:24][cH:25][cH:26][c:27]34)[CH2:34][CH2:33][CH2:32]2)[n:7]1.